This data is from the Open Reaction Database (ORD), a public repository of structured organic reaction records. The task is: describe an organic reaction: reactants, conditions, products, and yield Reactants: Brc1ccsc1, COC(C)O, [I-], [K+], [Na]. Product: COC(C)Oc1ccsc1. As a reaction SMILES: [Br:9][c:10]1[cH:11][s:12][cH:13][cH:14]1.[CH3:2][O:3][CH:4]([CH3:5])[OH:6].[I-:8].[K+:7].[Na:1]>>[CH3:2][O:3][CH:4]([CH3:5])[O:6][c:10]1[cH:11][s:12][cH:13][cH:14]1. The reactants are CC(C)(C)OC(=O)NC1CCN(S(=O)(=O)c2cccc3cncc(Br)c23)C1, COCCOC, [Na+], [Na+], O=C([O-])[O-], O, OB(O)c1ccccc1, c1ccc(P(c2ccccc2)(c2ccccc2)[Pd](P(c2ccccc2)(c2ccccc2)c2ccccc2)(P(c2ccccc2)(c2ccccc2)c2ccccc2)P(c2ccccc2)(c2ccccc2)c2ccccc2)cc1. The product is CC(C)(C)OC(=O)NC1CCN(S(=O)(=O)c2cccc3cncc(-c4ccccc4)c23)C1. As a reaction SMILES: [C:1]([CH3:2])([CH3:3])([CH3:4])[O:5][C:6](=[O:7])[NH:8][CH:9]1[CH2:10][N:11]([S:14](=[O:15])(=[O:16])[c:17]2[c:18]3[c:19]([Br:27])[cH:20][n:21][cH:22][c:23]3[cH:24][cH:25][cH:26]2)[CH2:12][CH2:13]1.[CH3:37][O:38][CH2:39][CH2:40][O:41][CH3:42].[Na+:43].[Na+:44].[O-:45][C:46](=[O:47])[O-:48].[OH2:126].[OH:28][B:29]([OH:30])[c:31]1[cH:32][cH:33][cH:34][cH:35][cH:36]1.[cH:49]1[cH:50][cH:51][c:52]([P:53]([Pd:54]([P:55]([c:56]2[cH:57][cH:58][cH:59][cH:60][cH:61]2)([c:62]2[cH:63][cH:64][cH:65][cH:66][cH:67]2)[c:68]2[cH:69][cH:70][cH:71][cH:72][cH:73]2)([P:74]([c:75]2[cH:76][cH:77][cH:78][cH:79][cH:80]2)([c:81]2[cH:82][cH:83][cH:84][cH:85][cH:86]2)[c:87]2[cH:88][cH:89][cH:90][cH:91][cH:92]2)[P:93]([c:94]2[cH:95][cH:96][cH:97][cH:98][cH:99]2)([c:100]2[cH:101][cH:102][cH:103][cH:104][cH:105]2)[c:106]2[cH:107][cH:108][cH:109][cH:110][cH:111]2)([c:112]2[cH:113][cH:114][cH:115][cH:116][cH:117]2)[c:118]2[cH:119][cH:120][cH:121][cH:122][cH:123]2)[cH:124][cH:125]1>>[C:1]([CH3:2])([CH3:3])([CH3:4])[O:5][C:6](=[O:7])[NH:8][CH:9]1[CH2:10][N:11]([S:14](=[O:15])(=[O:16])[c:17]2[c:18]3[c:19](-[c:31]4[cH:32][cH:33][cH:34][cH:35][cH:36]4)[cH:20][n:21][cH:22][c:23]3[cH:24][cH:25][cH:26]2)[CH2:12][CH2:13]1. Reactants: COC(=O)C1=NC=C(C=C1C)C1=CC(=CC=C1)C(F)(F)F (3-methyl-5-(3-trifluoromethyl-phenyl)-pyridine-2-carboxylic acid methyl ester), ClC=1C=C(C=CC1Cl)C=1C=C(C(=NC1)C(=O)N1CCC(CC1)N1CCCC1)C ([5-(3,4-Dichloro-phenyl)-3-methyl-pyridin-2-yl]-(4-pyrrolidin-1-yl-piperidin-1-yl)-methanone), FC1=C(C=CC=C1C(F)(F)F)B(O)O (2-fluoro-3-trifluoromethyl-phenyl-boronic acid), (1,1′-bis-diphenylphosphino)-ferrocene, C([O-])([O-])=O.[Na+].[Na+] (sodium carbonate). The reagents and catalysts are [Pd](Cl)Cl (palladium-(II)dichloride). Solvent: O1CCOCC1.O (dioxane water). Product: FC1=C(C=CC=C1C(F)(F)F)C=1C=C(C(=NC1)C(=O)N1CCC(CC1)N1CCCC1)C ([5-(2-Fluoro-3-trifluoromethyl-phenyl)-3-methyl-pyridin-2-yl]-(4-pyrrolidin-1-yl-piperidin-1-yl)-methanone). RXN SMILES: COC(C1C(C)=CC(C2C=CC=C(C(F)(F)F)C=2)=CN=1)=O.ClC1C=C([C:30]2[CH:31]=[C:32]([CH3:49])[C:33]([C:36]([N:38]3[CH2:43][CH2:42][CH:41]([N:44]4[CH2:48][CH2:47][CH2:46][CH2:45]4)[CH2:40][CH2:39]3)=[O:37])=[N:34][CH:35]=2)C=CC=1Cl.[F:50][C:51]1[C:56]([C:57]([F:60])([F:59])[F:58])=[CH:55][CH:54]=[CH:53][C:52]=1B(O)O.C(=O)([O-])[O-].[Na+].[Na+]>O1CCOCC1.O.[Pd](Cl)Cl>[F:50][C:51]1[C:56]([C:57]([F:60])([F:59])[F:58])=[CH:55][CH:54]=[CH:53][C:52]=1[C:30]1[CH:31]=[C:32]([CH3:49])[C:33]([C:36]([N:38]2[CH2:39][CH2:40][CH:41]([N:44]3[CH2:48][CH2:47][CH2:46][CH2:45]3)[CH2:42][CH2:43]2)=[O:37])=[N:34][CH:35]=1 |f:3.4.5,6.7|. Reported procedure: In analogy to the procedure described for the preparation of intermediate 1A, (5-bromo-3-methyl-pyridin-2-yl)-(4-pyrrolidin-1-yl-piperidin-1-yl)-methanone (see example 28) was reacted with 2-fluoro-3-trifluoromethyl-phenyl-boronic acid, (1,1′-bis-diphenylphosphino)-ferrocene)palladium-(II)dichloride (1:1 complex with CH2Cl2) and sodium carbonate in dioxane/water to give the title compound as brown amorphous solid. MS: 436.4 (MH+). Isolated yield 40.6%. The product is NC1[C@@H]2N(C(=C(CS2)C=2SC(=NN2)NC(C)=O)C(=O)OC(C2=CC=CC=C2)C2=CC=CC=C2)C1=O (benzhydryl 7-amino-3-(5-acetylamino-1,3,4-thiadiazol-2-yl)-3-cephem-4-carboxylate). Starting materials: N1=CC=CC=C1 (pyridine), S1C(=CC=C1)CC(=O)NC1[C@@H]2N(C(=C(CS2)C=2SC(=NN2)NC(C)=O)C(=O)OC(C2=CC=CC=C2)C2=CC=CC=C2)C1=O (benzhydryl 7-thienylacetamido-3-(5-acetylamino-1,3,4-thiadiazol-2-yl)-3-cephem-4-carboxylate), C(CCC)O (n-butanol), P(Cl)(Cl)(Cl)(Cl)Cl (phosphorous pentachloride). RXN SMILES: P(Cl)(Cl)(Cl)(Cl)Cl.N1C=CC=CC=1.S1C=CC=C1CC([NH:21][CH:22]1[C:54](=[O:55])[N:24]2[C:25]([C:38]([O:40][CH:41]([C:48]3[CH:53]=[CH:52][CH:51]=[CH:50][CH:49]=3)[C:42]3[CH:47]=[CH:46][CH:45]=[CH:44][CH:43]=3)=[O:39])=[C:26]([C:29]3[S:30][C:31]([NH:34][C:35](=[O:37])[CH3:36])=[N:32][N:33]=3)[CH2:27][S:28][C@H:23]12)=O.C(O)CCC>ClCCl>[NH2:21][CH:22]1[C:54](=[O:55])[N:24]2[C:25]([C:38]([O:40][CH:41]([C:48]3[CH:49]=[CH:50][CH:51]=[CH:52][CH:53]=3)[C:42]3[CH:47]=[CH:46][CH:45]=[CH:44][CH:43]=3)=[O:39])=[C:26]([C:29]3[S:30][C:31]([NH:34][C:35](=[O:37])[CH3:36])=[N:32][N:33]=3)[CH2:27][S:28][C@H:23]12. Run at temperature -40 celsius. Solvent: ClCCl (dichloromethane), ClCCl (dichloromethane), ClCCl (dichloromethane). Reported procedure: To a suspension of 1.5 g of phosphorous pentachloride in 13 ml of dichloromethane is added 1.2 g of pyridine in 13 ml of dichloromethane under stirring at -40° C. To the resulting mixture is added 1.6 g of benzhydryl 7-thienylacetamido-3-(5-acetylamino-1,3,4-thiadiazol-2-yl)-3-cephem-4-carboxylate in 32 ml of dichloromethane at -40° C. After stirring for one hour at 0° C., to the reaction mixture is added 6 g of n-butanol under stirring at -40° C. After working up as described in Example 26, the... Reported procedure: This compound (8.8 mg, 11% yield) as an off-white solid was prepared according to the procedure given in 405, using 8-bromo-3-ethylquinazoline-2,4(1H,3H)-dione (52 mg, 0.160 mmol, 481d) and (R)-6-methyl-2-(4,4,5,5-tetramethyl-1,3,2-dioxaborolan-2-yl)-5,6-dihydropyrrolo[3,4-b]pyrrol-4(1H)-one (84 mg, 0.321 mmol, 705) as the starting materials. 1H NMR (400 MHz, CDCl3) δ ppm 12.41 (1H, br. s.) 8.02 (1H, d, J=8.41 Hz) 8.06 (1H, d, J=8.61 Hz) 7.23 (1H, br. s.) 6.84 (1H, s) 5.61 (1H, br. s.) 4.66 (1H,... The yield is 14.5%. Reactants: BrC=1C=CC=C2C(N(C(=NC12)NC(C)(C)C)CC)=O (8-bromo-2-(tert-butylamino)-3-ethylquinazolin-4(3H)-one), C[C@H]1NC(C2=C1NC(=C2)B2OC(C(O2)(C)C)(C)C)=O ((R)-6-methyl-2-(4,4,5,5-tetramethyl-1,3,2-dioxaborolan-2-yl)-5,6-dihydropyrrolo[3,4-b]pyrrol-4(1H)-one). Reaction SMILES: Br[C:2]1[CH:3]=[CH:4][CH:5]=[C:6]2[C:11]=1[N:10]=[C:9]([NH:12][C:13]([CH3:16])([CH3:15])[CH3:14])[N:8]([CH2:17][CH3:18])[C:7]2=[O:19].[CH3:20][C@@H:21]1[C:25]2[NH:26][C:27](B3OC(C)(C)C(C)(C)O3)=[CH:28][C:24]=2[C:23](=[O:38])[NH:22]1>>[C:13]([NH:12][C:9]1[N:8]([CH2:17][CH3:18])[C:7](=[O:19])[C:6]2[C:11](=[C:2]([C:27]3[NH:26][C:25]4[C@@H:21]([CH3:20])[NH:22][C:23](=[O:38])[C:24]=4[CH:28]=3)[CH:3]=[CH:4][CH:5]=2)[N:10]=1)([CH3:16])([CH3:15])[CH3:14]. Yields the product C(C)(C)(C)NC1=NC2=C(C=CC=C2C(N1CC)=O)C1=CC2=C(N1)[C@H](NC2=O)C ((R)-2-(tert-butylamino)-3-ethyl-8-(6-methyl-4-oxo-1,4,5,6-tetrahydropyrrolo[3,4-b]pyrrol-2-yl)quinazolin-4(3H)-one). Procedure: 80 mg (1.68 mmol) of sodium hydride (60% dispersion in mineral oil) were added in portions to a solution of 350 mg (1.12 mmol) of 3-amino-3-(2-ethoxypyridin-3-yl)-6-fluoro-2-oxo-2,3-dihydro-1H-indole-5-carbonitrile in 15 ml of anhydrous dimethylformamide under a nitrogen atmosphere and while cooling in an ice bath. The mixture was stirred at 0° C. for 10 min and then 398 mg (1.68 mmol) of 2,4-dimethoxyphenylsulfonyl chloride were added, and the mixture was stirred at room temperature for 15 min.... Reaction SMILES: [H-].[Na+].[NH2:3][C:4]1([C:17]2[C:18]([O:23][CH2:24][CH3:25])=[N:19][CH:20]=[CH:21][CH:22]=2)[C:12]2[C:7](=[CH:8][C:9]([F:15])=[C:10]([C:13]#[N:14])[CH:11]=2)[NH:6][C:5]1=[O:16].[CH3:26][O:27][C:28]1[CH:33]=[C:32]([O:34][CH3:35])[CH:31]=[CH:30][C:29]=1[S:36](Cl)(=[O:38])=[O:37]>CN(C)C=O>[NH2:3][C:4]1([C:17]2[C:18]([O:23][CH2:24][CH3:25])=[N:19][CH:20]=[CH:21][CH:22]=2)[C:12]2[C:7](=[CH:8][C:9]([F:15])=[C:10]([C:13]#[N:14])[CH:11]=2)[N:6]([S:36]([C:29]2[CH:30]=[CH:31][C:32]([O:34][CH3:35])=[CH:33][C:28]=2[O:27][CH3:26])(=[O:38])=[O:37])[C:5]1=[O:16] |f:0.1|. The product is NC1(C(N(C2=CC(=C(C=C12)C#N)F)S(=O)(=O)C1=C(C=C(C=C1)OC)OC)=O)C=1C(=NC=CC1)OCC (3-Amino-1-(2,4-dimethoxyphenylsulfonyl)-3-(2-ethoxypyridin-3-yl)-6-fluoro-2-oxo-2,3-dihydro-1H-indole-5-carbonitrile). Conditions: temperature 0 celsius, time 10 minute. Solvent: CN(C=O)C (dimethylformamide). Isolated yield 41.1%. Reactants: ice water, [H-].[Na+] (sodium hydride), NC1(C(NC2=CC(=C(C=C12)C#N)F)=O)C=1C(=NC=CC1)OCC (3-amino-3-(2-ethoxypyridin-3-yl)-6-fluoro-2-oxo-2,3-dihydro-1H-indole-5-carbonitrile), COC1=C(C=CC(=C1)OC)S(=O)(=O)Cl (2,4-dimethoxyphenylsulfonyl chloride). Starting materials: BrN1C(CCC1=O)=O (N-bromosuccinimide), C(C1=CC=CC=C1)(=O)OOC(C1=CC=CC=C1)=O (benzoyl peroxide), C(C)OC(\C=C(/C)\OC1=C(C(=CC=C1)OC)OC)=O ((E)-3-(2,3-dimethoxy-phenoxy)-but-2-enoic acid ethyl ester). Run in C(Cl)(Cl)(Cl)Cl (carbon tetrachloride). Yields the product C(C)OC(\C=C(/CBr)\OC1=C(C(=CC=C1)OC)OC)=O ((E)-4-bromo-3-(2,3-dimethoxy-phenoxy)-but-2-enoic acid ethyl ester). Isolated yield 56.1%. As a reaction SMILES: [CH2:1]([O:3][C:4](=[O:19])/[CH:5]=[C:6](/[O:8][C:9]1[CH:14]=[CH:13][CH:12]=[C:11]([O:15][CH3:16])[C:10]=1[O:17][CH3:18])\[CH3:7])[CH3:2].[Br:20]N1C(=O)CCC1=O.C(OOC(=O)C1C=CC=CC=1)(=O)C1C=CC=CC=1>C(Cl)(Cl)(Cl)Cl>[CH2:1]([O:3][C:4](=[O:19])/[CH:5]=[C:6](/[O:8][C:9]1[CH:14]=[CH:13][CH:12]=[C:11]([O:15][CH3:16])[C:10]=1[O:17][CH3:18])\[CH2:7][Br:20])[CH3:2]. Procedure: To a stirred mixture of (E)-3-(2,3-dimethoxy-phenoxy)-but-2-enoic acid ethyl ester (4.20 g, 0.016 mol) in carbon tetrachloride (25 mL) under a nitrogen atmosphere was added N-bromosuccinimide (4.22 g, 0.024 mol) and benzoyl peroxide (380 mg, 0.002 mol). Nitrogen gas was bubbled through the mixture for 5 min, and the resulting mixture was heated to reflux for 4 h. The reaction mixture was then placed in the refrigerator overnight. The solids formed were removed by filtration and the filtrate conc...